From a dataset of the Open Reaction Database (ORD), a public repository of structured organic reaction records. describe an organic reaction: reactants, conditions, products, and yield Reactants: ClC1=NC(=NC(=N1)N1CCOCC1)N1C(=NC2=C1C=CC=C2)C(F)F (4-chloro-2-(2-difluoromethylbenzimidazol-1-yl)-6-morpholino-1,3,5-triazine), Cl.C[C@@H]1[C@@H](NCCO1)C (cis-2,3-dimethylmorpholine hydrochloride), C([O-])([O-])=O.[K+].[K+] (potassium carbonate), CN(C)C=O (DMF). Run in O (water). Run at time 16 hour. Product: FC(C1=NC2=C(N1C1=NC(=NC(=N1)N1[C@@H]([C@@H](OCC1)C)C)N1CCOCC1)C=CC=C2)F (2-(2-difluoromethylbenzimidazol-1-yl)-4-(cis-2,3-dimethylmorpholino)-6-morpholino-1,3,5-triazine). Isolated yield 87.0%. Reaction SMILES: Cl[C:2]1[N:7]=[C:6]([N:8]2[CH2:13][CH2:12][O:11][CH2:10][CH2:9]2)[N:5]=[C:4]([N:14]2[C:18]3[CH:19]=[CH:20][CH:21]=[CH:22][C:17]=3[N:16]=[C:15]2[CH:23]([F:25])[F:24])[N:3]=1.Cl.[CH3:27][C@H:28]1[O:33][CH2:32][CH2:31][NH:30][C@H:29]1[CH3:34].C(=O)([O-])[O-].[K+].[K+].CN(C=O)C>O>[F:25][CH:23]([F:24])[C:15]1[N:14]([C:4]2[N:3]=[C:2]([N:30]3[CH2:31][CH2:32][O:33][C@@H:28]([CH3:27])[C@H:29]3[CH3:34])[N:7]=[C:6]([N:8]3[CH2:13][CH2:12][O:11][CH2:10][CH2:9]3)[N:5]=2)[C:18]2[CH:19]=[CH:20][CH:21]=[CH:22][C:17]=2[N:16]=1 |f:1.2,3.4.5|. Reported procedure: 11.8 g (50 mmol) of 2,4-dichloro-6-morpholino-1,3,5-triazine, 8.41 g (50 mmol) of 2-difluoromethyl-benzimidazole and 55.3 g (400 mmol) of anhydrous potassium carbonate added to DMF (250 ml) were stirred at room temperature for 16 hours. The reaction solution was poured into water and the resulting precipitates were washed with DMF and ethanol to obtain 15.7 g (yield: 86%) of 4-chloro-2-(2-difluoromethylbenzimidazol-1-yl)-6-morpholino-1,3,5-triazine. (2) 0.36 g (0.98 mmol) of the obtained 4-chlor...